This data is from the Open Reaction Database (ORD), a public repository of structured organic reaction records. The task is: describe an organic reaction: reactants, conditions, products, and yield The reactants are CS(C)=O, COC(=O)C(F)(F)C(F)(F)C(=O)OC, [H-], [Na+], O, OCCCl. The product is COC(=O)C(F)(F)C(F)(F)C1(OC)OCCO1. As a reaction SMILES: [CH3:19][S:20]([CH3:21])=[O:22].[F:1][C:2]([C:3]([C:4](=[O:5])[O:6][CH3:7])([F:8])[F:9])([C:10](=[O:11])[O:12][CH3:13])[F:14].[H-:24].[Na+:23].[OH2:25].[OH:15][CH2:16][CH2:17][Cl:18]>>[F:1][C:2]([C:3]([C:4]1([O:6][CH3:7])[O:5][CH2:17][CH2:16][O:15]1)([F:8])[F:9])([C:10](=[O:11])[O:12][CH3:13])[F:14].